Dataset: the Open Reaction Database (ORD), a public repository of structured organic reaction records. Task: describe an organic reaction: reactants, conditions, products, and yield Starting materials: OC1=CC=C(C=C1)C(C)N1C(=C(C2=CC(=CC=C12)C(=O)OCC=C)C)C (allyl 1-(1-(4-hydroxyphenyl)ethyl)-2,3-dimethyl-1H-indole-5-carboxylate), C1(=CC=CC=C1)P(C1=CC=CC=C1)C1=CC=CC=C1 (triphenylphosphine), CC(C)OC(=O)/N=N/C(=O)OC(C)C (DIAD), O[C@@H](C(=O)OC)C ((R)-methyl 2-hydroxypropanoate). Solvent: C1CCOC1 (THF). Run at time 16 hour. Yields the product COC([C@H](C)OC1=CC=C(C=C1)C(C)N1C(=C(C2=CC(=CC=C12)C(=O)OCC=C)C)C)=O (Allyl 1-(1-(4-(((S)-1-methoxy-1-oxopropan-2-yl)oxy)phenyl)ethyl)-2,3-dimethyl-1H-indole-5-carboxylate). RXN SMILES: [OH:1][C:2]1[CH:7]=[CH:6][C:5]([CH:8]([N:10]2[C:18]3[C:13](=[CH:14][C:15]([C:19]([O:21][CH2:22][CH:23]=[CH2:24])=[O:20])=[CH:16][CH:17]=3)[C:12]([CH3:25])=[C:11]2[CH3:26])[CH3:9])=[CH:4][CH:3]=1.C1(P(C2C=CC=CC=2)C2C=CC=CC=2)C=CC=CC=1.O[C@H:47]([CH3:52])[C:48]([O:50][CH3:51])=[O:49].CC(OC(/N=N/C(OC(C)C)=O)=O)C>C1COCC1>[CH3:51][O:50][C:48](=[O:49])[C@@H:47]([O:1][C:2]1[CH:3]=[CH:4][C:5]([CH:8]([N:10]2[C:18]3[C:13](=[CH:14][C:15]([C:19]([O:21][CH2:22][CH:23]=[CH2:24])=[O:20])=[CH:16][CH:17]=3)[C:12]([CH3:25])=[C:11]2[CH3:26])[CH3:9])=[CH:6][CH:7]=1)[CH3:52]. Procedure: To allyl 1-(1-(4-hydroxyphenyl)ethyl)-2,3-dimethyl-1H-indole-5-carboxylate (0.286 g, 0.82 mmol) in THF (0.8 mL) in an ice bath was added triphenylphosphine (0.28 g, 1.07 mmol) and then (R)-methyl 2-hydroxypropanoate (0.093 mL, 0.98 mmol). DIAD (0.24 mL, 1.23 mmol) was added dropwise to the cold solution. The mixture was stirred at room temperature for 16 hr. The solvent was removed and the residue was purified by silica gel chromatography to obtain the title compound. ESI-MS (m/z): 436 [M+H]+. The reactants are [N+](=O)([O-])C=1C=CC(=C(C#N)C1)N1CCN(CC1)C(=O)OC(C)(C)C (5-nitro-2-(4-tert-butoxycarbonylpiperazin-1-yl)benzonitrile), [Cl-].[NH4+] (Ammonium chloride), O (water). Reagents/catalysts: [Fe] (iron). Solvent: C(C)O (ethanol). Conditions: temperature 65 celsius, time 1 hour. Yields the product NC=1C=CC(=C(C#N)C1)N1CCN(CC1)C(=O)OC(C)(C)C (5-Amino-2-[4-(tert-butoxycarbonyl)piperazin-1-yl]benzonitrile). The yield is 89.7%. RXN SMILES: [Cl-].[NH4+].O.[N+:4]([C:7]1[CH:8]=[CH:9][C:10]([N:15]2[CH2:20][CH2:19][N:18]([C:21]([O:23][C:24]([CH3:27])([CH3:26])[CH3:25])=[O:22])[CH2:17][CH2:16]2)=[C:11]([CH:14]=1)[C:12]#[N:13])([O-])=O>[Fe].C(O)C>[NH2:4][C:7]1[CH:8]=[CH:9][C:10]([N:15]2[CH2:16][CH2:17][N:18]([C:21]([O:23][C:24]([CH3:27])([CH3:26])[CH3:25])=[O:22])[CH2:19][CH2:20]2)=[C:11]([CH:14]=1)[C:12]#[N:13] |f:0.1|. Procedure: Ammonium chloride (7.0 g) and iron powder (36.6 g) were added to a mixed solvent of water (180 ml) and ethanol (540 ml), and the mixture was heated to 65° C. Then, 5-nitro-2-(4-tert-butoxycarbonylpiperazin-1-yl)benzonitrile (62.1 g) was added in parts over 40 min and the mixture was stirred at a refluxing temperature for 1 h. The reaction mixture was ice-cooled and filtrated. The solvent was evaporated under reduced pressure. To the residue was added aqueous sodium hydroxide solution, and the mi... Starting materials: ClCCl, ClC(Cl)Cl, O=C(c1coc(-c2ccc(CO)cc2)n1)N1CCCC1, O=S(Cl)Cl, c1ccc2[nH]nnc2c1. The product is O=C(c1coc(-c2ccc(CCl)cc2)n1)N1CCCC1. Reaction SMILES: [Cl:34][CH2:35][Cl:36].[Cl:37][CH:38]([Cl:39])[Cl:40].[OH:1][CH2:2][c:3]1[cH:4][cH:5][c:6](-[c:9]2[o:10][cH:11][c:12]([C:14](=[O:15])[N:16]3[CH2:17][CH2:18][CH2:19][CH2:20]3)[n:13]2)[cH:7][cH:8]1.[S:21]([Cl:22])([Cl:23])=[O:24].[nH:25]1[c:26]2[cH:27][cH:28][cH:29][cH:30][c:31]2[n:32][n:33]1>>[CH2:2]([c:3]1[cH:4][cH:5][c:6](-[c:9]2[o:10][cH:11][c:12]([C:14](=[O:15])[N:16]3[CH2:17][CH2:18][CH2:19][CH2:20]3)[n:13]2)[cH:7][cH:8]1)[Cl:23]. The reactants are OC1=C2C=CNC2=CC=C1 (4-hydroxyindole), [H-].[Na+] (sodium hydride), C(C)OC(C(=CC1=CC(=CC(=C1)OC)OC)C#N)=O (3-(3,5-dimethoxyphenyl)-2-cyano-acrylic acid ethyl ester). Solvent: C1CCOC1 (THF), C1CCOC1 (THF). Reaction conditions: time 10 minute. Yields the product COC=1C=C(C=C(C1)OC)C=1C(C(OC2=C3C(C=CC12)=NC=C3)=O)C#N (4-(3,5-Dimethoxyphenyl)-3-cyano-2-oxo-2H-pyrrolo[2,3-h]chromene). The yield is 1.1%. RXN SMILES: [OH:1][C:2]1[CH:10]=[CH:9][CH:8]=[C:7]2[C:3]=1[CH:4]=[CH:5][NH:6]2.[H-].[Na+].C([O:15][C:16](=O)[C:17]([C:29]#[N:30])=[CH:18][C:19]1[CH:24]=[C:23]([O:25][CH3:26])[CH:22]=[C:21]([O:27][CH3:28])[CH:20]=1)C>C1COCC1>[CH3:28][O:27][C:21]1[CH:20]=[C:19]([C:18]2[CH:17]([C:29]#[N:30])[C:16](=[O:15])[O:1][C:2]3[C:10]=2[CH:9]=[CH:8][C:7]2=[N:6][CH:5]=[CH:4][C:3]=32)[CH:24]=[C:23]([O:25][CH3:26])[CH:22]=1 |f:1.2|. Procedure: To a solution of 3,5-dimethoxybenzaldehyde (1.35 g, 8.12 mmol) and ethyl cyanoacetate (0.92 ml, 8.1 mmol) in ethanol (10 mL) was added piperidine (0.4 mL, 4 mmol). The mixture was stirred at room temperature for approximately 2 h. A precipitate formed, which was collected by filtration and dried to yield approximately 2.12 g of a white solid, which was used directly in the next step. To a solution of 4-hydroxyindole (250 mg, 1.91 mmol) in THF (10 mL) was added sodium hydride (153 mg, 3.80 mmol, ... Starting materials: C(C)OC(=O)C1=CNC2=C1N=CN=C2Cl (4-chloro-5H-pyrrolo[3,2-d]pyrimidine-7-carboxylic acid ethyl ester), COCCOC1=C(C2=C(OCO2)C=C1)B1OC(C(O1)(C)C)(C)C (5-(2-methoxy-ethoxy)-4-(4,4,5,5-tetramethyl-[1,3,2]dioxaborolan-2-yl)-benzo[1,3]dioxole). The product is C(C)OC(=O)C1=CNC2=C1N=CN=C2C2=C(C=CC=1OCOC12)OCCOC (4-[5-(2-Methoxy-ethoxy)-benzo[1,3]dioxol-4-yl]-5H-pyrrolo[3,2-d]pyrimidine-7-carboxylic acid ethyl ester). RXN SMILES: [CH2:1]([O:3][C:4]([C:6]1[C:10]2[N:11]=[CH:12][N:13]=[C:14](Cl)[C:9]=2[NH:8][CH:7]=1)=[O:5])[CH3:2].[CH3:16][O:17][CH2:18][CH2:19][O:20][C:21]1[CH:29]=[CH:28][C:24]2[O:25][CH2:26][O:27][C:23]=2[C:22]=1B1OC(C)(C)C(C)(C)O1>>[CH2:1]([O:3][C:4]([C:6]1[C:10]2[N:11]=[CH:12][N:13]=[C:14]([C:22]3[C:23]4[O:27][CH2:26][O:25][C:24]=4[CH:28]=[CH:29][C:21]=3[O:20][CH2:19][CH2:18][O:17][CH3:16])[C:9]=2[NH:8][CH:7]=1)=[O:5])[CH3:2]. Reported procedure: Starting from 4-chloro-5H-pyrrolo[3,2-d]pyrimidine-7-carboxylic acid ethyl ester and 5-(2-methoxy-ethoxy)-4-(4,4,5,5-tetramethyl-[1,3,2]dioxaborolan-2-yl)-benzo[1,3]dioxole (example A34) the title compound is obtained as colorless solid. The reactants are CC(C)(C)[O-], COc1ccc(CBr)cc1, CN(C)C=O, [K+], COc1ccc(CN2C(=O)COCC2(C)c2cccc(N)c2)cc1. The product is COc1ccc(CN2C(=O)COCC2(C)c2cccc(Br)c2)cc1. RXN SMILES: [C:25]([O-:26])([CH3:27])([CH3:28])[CH3:29].[CH3:31][O:32][c:33]1[cH:34][cH:35][c:36]([CH2:37][Br:38])[cH:39][cH:40]1.[CH3:41][N:42]([CH3:43])[CH:44]=[O:45].[K+:30].[NH2:1][c:2]1[cH:3][c:4]([C:8]2([CH3:24])[N:9]([CH2:15][c:16]3[cH:17][cH:18][c:19]([O:22][CH3:23])[cH:20][cH:21]3)[C:10](=[O:14])[CH2:11][O:12][CH2:13]2)[cH:5][cH:6][cH:7]1>>[c:2]1([Br:38])[cH:3][c:4]([C:8]2([CH3:24])[N:9]([CH2:15][c:16]3[cH:17][cH:18][c:19]([O:22][CH3:23])[cH:20][cH:21]3)[C:10](=[O:14])[CH2:11][O:12][CH2:13]2)[cH:5][cH:6][cH:7]1. Reactants: C(C1=CC=CC=C1)N1CCC(CC1)(C(=O)[NH2]=O)C1=CC=CC=C1 (1-benzyl-4-phenylpiperidine-4-carboxylic acid amide N-oxide), C(C)(=O)O (acetic acid), Cl (hydrochloric acid). Reagents/catalysts: [Pd] (palladium-on-carbon). Run in C(C)(=O)OCC (ethyl acetate). Reaction conditions: temperature 5 celsius. The product is Cl.C1(=CC=CC=C1)C1(CCNCC1)C(=O)N (4-Phenylpiperidine-4-carboxylic acid amide hydrochloric acid salt). Reaction SMILES: C([N:8]1[CH2:13][CH2:12][C:11]([C:18]2[CH:23]=[CH:22][CH:21]=[CH:20][CH:19]=2)([C:14]([NH2:16]=O)=[O:15])[CH2:10][CH2:9]1)C1C=CC=CC=1.C(O)(=O)C.[ClH:28]>C(OCC)(=O)C.[Pd]>[ClH:28].[C:18]1([C:11]2([C:14]([NH2:16])=[O:15])[CH2:10][CH2:9][NH:8][CH2:13][CH2:12]2)[CH:19]=[CH:20][CH:21]=[CH:22][CH:23]=1 |f:5.6|. Reported procedure: Combine 1-benzyl-4-phenylpiperidine-4-carboxylic acid amide N-oxide (529 g, 1700 mmol), 10% palladium-on-carbon (25 g), and acetic acid (5 L) in an autoclave. Flush the autoclave with nitrogen and then charge with 255 psi of hydrogen. Stir while recharging the autoclave with hydrogen as required to maintain the pressure above 100 psi. When hydrogen consumption ceases, flush the autoclave with nitrogen remove the catalyst by filtration. Evaporate the filtrate invacuo to give a residue. Dissolve t... The reactants are O (water), BrCCCCN(C(CSC1=CC=C(C=C1)F)=O)OC(C1=CC=CC=C1)(C1=CC=CC=C1)C1=CC=CC=C1 (N-(4-Bromo-butyl)-2-(4-fluoro-phenylsulfanyl)-N-trityloxy-acetamide), C1=CC(=CC(=C1)Cl)C(=O)OO (mCPBA). Run in C(Cl)Cl (CH2Cl2), C(Cl)Cl (CH2Cl2). Product: BrCCCCN(C(CS(=O)(=O)C1=CC=C(C=C1)F)=O)OC(C1=CC=CC=C1)(C1=CC=CC=C1)C1=CC=CC=C1 (N-(4-Bromo-butyl)-2-(4-fluoro-benzenesulfonyl)-N-trityloxy-acetamide). Reaction SMILES: [Br:1][CH2:2][CH2:3][CH2:4][CH2:5][N:6]([O:18][C:19]([C:32]1[CH:37]=[CH:36][CH:35]=[CH:34][CH:33]=1)([C:26]1[CH:31]=[CH:30][CH:29]=[CH:28][CH:27]=1)[C:20]1[CH:25]=[CH:24][CH:23]=[CH:22][CH:21]=1)[C:7](=[O:17])[CH2:8][S:9][C:10]1[CH:15]=[CH:14][C:13]([F:16])=[CH:12][CH:11]=1.C1C=C(Cl)C=C(C(OO)=[O:46])C=1.[OH2:49]>C(Cl)Cl>[Br:1][CH2:2][CH2:3][CH2:4][CH2:5][N:6]([O:18][C:19]([C:32]1[CH:37]=[CH:36][CH:35]=[CH:34][CH:33]=1)([C:26]1[CH:27]=[CH:28][CH:29]=[CH:30][CH:31]=1)[C:20]1[CH:21]=[CH:22][CH:23]=[CH:24][CH:25]=1)[C:7](=[O:17])[CH2:8][S:9]([C:10]1[CH:15]=[CH:14][C:13]([F:16])=[CH:12][CH:11]=1)(=[O:46])=[O:49]. Reported procedure: N-(4-Bromo-butyl)-2-(4-fluoro-phenylsulfanyl)-N-trityloxy-acetamide from step D (105.2 mg, 0.182 mmol) and mCPBA (max. 77%, 0.21 g) in CH2Cl2 was stirred at room temperature for 30 min. The reaction was diluted with CH2Cl2 and water. The organic layer was sequentially washed with saturated Na2CO3 solution, 10% aqueous Na2SO3 and saturated Na2CO3 solution again. The organic phase was then dried and concentrated under the reduced pressure and purified by a column chromatography (0˜30% EtOAc in hex... Starting materials: C1CCOC1, CCCn1c(=O)c2[nH]c(C34CCCC(C(=O)NC(C(=O)OC)c5ccccc5)(CC3)C4)nc2n(CCC)c1=O, [Li+], [OH-]. Yields the product CCCn1c(=O)c2[nH]c(C34CCCC(C(=O)NC(C(=O)O)c5ccccc5)(CC3)C4)nc2n(CCC)c1=O. RXN SMILES: [CH2:42]1[O:43][CH2:44][CH2:45][CH2:46]1.[CH3:1][O:2][C:3]([CH:4]([c:5]1[cH:6][cH:7][cH:8][cH:9][cH:10]1)[NH:11][C:12](=[O:13])[C:14]12[CH2:15][CH2:16][CH2:17][C:18]([c:22]3[n:23][c:24]4[n:25]([CH2:36][CH2:37][CH3:38])[c:26](=[O:35])[n:27]([CH2:32][CH2:33][CH3:34])[c:28](=[O:31])[c:29]4[nH:30]3)([CH2:19][CH2:20]1)[CH2:21]2)=[O:39].[Li+:41].[OH-:40]>>[O:2]=[C:3]([CH:4]([c:5]1[cH:6][cH:7][cH:8][cH:9][cH:10]1)[NH:11][C:12](=[O:13])[C:14]12[CH2:15][CH2:16][CH2:17][C:18]([c:22]3[n:23][c:24]4[n:25]([CH2:36][CH2:37][CH3:38])[c:26](=[O:35])[n:27]([CH2:32][CH2:33][CH3:34])[c:28](=[O:31])[c:29]4[nH:30]3)([CH2:19][CH2:20]1)[CH2:21]2)[OH:39]. Starting materials: CCCc1nc(=O)c2cc([N+](=O)[O-])ccc2[nH]1, COc1ccc(C(Cl)c2ccc(OC)cc2)cc1, [H-], [H][H], [Na+], [Na+], CN(C)C=O, [OH-]. Yields the product CCCc1nc2ccc([N+](=O)[O-])cc2c(=O)n1C(c1ccc(OC)cc1)c1ccc(OC)cc1. RXN SMILES: [CH2:3]([CH2:4][CH3:5])[c:6]1[nH:7][c:8]2[cH:9][cH:10][c:11]([N+:17](=[O:18])[O-:19])[cH:12][c:13]2[c:14](=[O:16])[n:15]1.[CH3:22][O:23][c:24]1[cH:25][cH:26][c:27]([CH:28]([c:29]2[cH:30][cH:31][c:32]([O:35][CH3:36])[cH:33][cH:34]2)[Cl:37])[cH:38][cH:39]1.[H-:1].[H:20][H:21].[Na+:2].[Na+:41].[O:42]=[CH:43][N:44]([CH3:45])[CH3:46].[OH-:40]>>[CH2:3]([CH2:4][CH3:5])[c:6]1[n:7][c:8]2[cH:9][cH:10][c:11]([N+:17](=[O:18])[O-:19])[cH:12][c:13]2[c:14](=[O:16])[n:15]1[CH:28]([c:27]1[cH:26][cH:25][c:24]([O:23][CH3:22])[cH:39][cH:38]1)[c:29]1[cH:30][cH:31][c:32]([O:35][CH3:36])[cH:33][cH:34]1.